The task is: describe an organic reaction: reactants, conditions, products, and yield. This data is from the Open Reaction Database (ORD), a public repository of structured organic reaction records. Starting materials: O=C([O-])[O-], CS(C)=O, COc1ccc(C(Nc2cc(F)cc3[nH]c(=O)ccc23)C2(C(F)(F)F)CO2)c(Cl)c1F, [Cs+], [Cs+], CN(C)C=O, O. The product is COc1ccc(C(Nc2cc(F)cc3[nH]c(=O)ccc23)C(O)(CO)C(F)(F)F)c(Cl)c1F. Reaction SMILES: [C:32]([O-:33])(=[O:34])[O-:35].[CH3:44][S:45]([CH3:46])=[O:47].[Cl:1][c:2]1[c:3]([CH:11]([C:12]2([C:15]([F:16])([F:17])[F:18])[O:13][CH2:14]2)[NH:19][c:20]2[c:21]3[cH:22][cH:23][c:24](=[O:31])[nH:25][c:26]3[cH:27][c:28]([F:30])[cH:29]2)[cH:4][cH:5][c:6]([O:9][CH3:10])[c:7]1[F:8].[Cs+:36].[Cs+:37].[O:38]=[CH:39][N:40]([CH3:41])[CH3:42].[OH2:43]>>[Cl:1][c:2]1[c:3]([CH:11]([C:12]([CH2:14][OH:13])([C:15]([F:16])([F:17])[F:18])[OH:33])[NH:19][c:20]2[c:21]3[cH:22][cH:23][c:24](=[O:31])[nH:25][c:26]3[cH:27][c:28]([F:30])[cH:29]2)[cH:4][cH:5][c:6]([O:9][CH3:10])[c:7]1[F:8]. Product: Cc1cccc(CC(=O)NC(C)C(=O)OCC(C)C)c1. Starting materials: CC(C)COC(=O)C(C)N, Cc1cccc(CC(=O)O)c1. As a reaction SMILES: [CH2:12]([CH:13]([CH3:14])[CH3:15])[O:16][C:17]([CH:18]([NH2:19])[CH3:20])=[O:21].[CH3:1][c:2]1[cH:3][c:4]([CH2:8][C:9](=[O:10])[OH:11])[cH:5][cH:6][cH:7]1>>[CH3:1][c:2]1[cH:3][c:4]([CH2:8][C:9](=[O:11])[NH:19][CH:18]([C:17]([O:16][CH2:12][CH:13]([CH3:14])[CH3:15])=[O:21])[CH3:20])[cH:5][cH:6][cH:7]1.